This data is from the Open Reaction Database (ORD), a public repository of structured organic reaction records. The task is: describe an organic reaction: reactants, conditions, products, and yield Yields the product Cc1c2c(c3ccccc3c1OS(=O)(=O)C(F)(F)F)OCC2c1ccc(C(C)C)cc1. Starting materials: CN(C)c1ccncc1, Cc1c2c(c3ccccc3c1O)OCC2c1ccc(C(C)C)cc1, O=S(=O)([O-])C(F)(F)F, O, c1ccncc1. Reaction SMILES: [CH3:34][N:35]([CH3:36])[c:37]1[cH:38][cH:39][n:40][cH:41][cH:42]1.[CH:1]([CH3:2])([CH3:3])[c:4]1[cH:5][cH:6][c:7]([CH:10]2[c:11]3[c:12]([c:15]4[cH:16][cH:17][cH:18][cH:19][c:20]4[c:21]([OH:24])[c:22]3[CH3:23])[O:13][CH2:14]2)[cH:8][cH:9]1.[O-:25][S:26](=[O:27])(=[O:28])[C:29]([F:30])([F:31])[F:32].[OH2:33].[cH:43]1[cH:44][cH:45][n:46][cH:47][cH:48]1>>[CH:1]([CH3:2])([CH3:3])[c:4]1[cH:5][cH:6][c:7]([CH:10]2[c:11]3[c:12]([c:15]4[cH:16][cH:17][cH:18][cH:19][c:20]4[c:21]([O:24][S:26](=[O:25])(=[O:27])[C:29]([F:30])([F:31])[F:32])[c:22]3[CH3:23])[O:13][CH2:14]2)[cH:8][cH:9]1. Starting materials: CCO, Cc1ccccc1CC#N, O=Cc1ccc[nH]1. Product: Cc1ccccc1C(C#N)=Cc1ccc[nH]1. Reaction SMILES: [CH3:18][CH2:19][OH:20].[CH3:8][c:9]1[c:10]([CH2:15][C:16]#[N:17])[cH:11][cH:12][cH:13][cH:14]1.[nH:1]1[c:2]([CH:6]=[O:7])[cH:3][cH:4][cH:5]1>>[nH:1]1[c:2]([CH:6]=[C:15]([c:10]2[c:9]([CH3:8])[cH:14][cH:13][cH:12][cH:11]2)[C:16]#[N:17])[cH:3][cH:4][cH:5]1. Starting materials: C#CC1(OC(C)=O)CCC2C3CCC4=CC(=O)CCC4(C)C3CCC21C, CC(=O)[O-], COCOC, ClC(Cl)Cl, [Na+], O=P(Cl)(Cl)Cl. The product is C#CC1(OC(C)=O)CCC2C3CC(=C)C4=CC(=O)CCC4(C)C3CCC21C. Reaction SMILES: [C:11]([CH3:12])(=[O:13])[O:14][C:15]1([C:35]#[CH:36])[C:16]2([CH3:17])[CH:18]([CH2:19][CH2:20]1)[CH:21]1[CH2:22][CH2:23][C:24]3=[CH:25][C:26](=[O:34])[CH2:27][CH2:28][C:29]3([CH3:30])[CH:31]1[CH2:32][CH2:33]2.[CH3:2][C:3](=[O:4])[O-:5].[CH3:41][O:42][CH2:43][O:44][CH3:45].[CH:37]([Cl:38])([Cl:39])[Cl:40].[Na+:1].[P:6]([Cl:7])([Cl:8])([Cl:9])=[O:10]>>[CH2:2]=[C:23]1[CH2:22][CH:21]2[CH:18]3[C:16]([CH3:17])([C:15]([O:14][C:11]([CH3:12])=[O:13])([C:35]#[CH:36])[CH2:20][CH2:19]3)[CH2:33][CH2:32][CH:31]2[C:29]2([CH3:30])[C:24]1=[CH:25][C:26](=[O:34])[CH2:27][CH2:28]2. Reactants: C(C)(=O)NC1=CC(=C(C=C1Cl)C(CCCCCl)=O)OCC1=CC(=CC(=C1)OC)OC (1-[4-acetylamino-5-chloro-2-(3,5-dimethoxybenzyloxy)phenyl]-5-chloropentan-1-one), N1CCCCC1 (piperidine), OCCC1CCNCC1 (4-(2-hydroxyethyl)piperidine). The product is Cl.NC1=CC(=C(C=C1Cl)C(CCCCN1CCC(CC1)CCO)=O)OCC1=CC(=CC(=C1)OC)OC (1-[4-amino-5-chloro-2-(3,5-dimethoxy-benzyloxy)phenyl]-5-[4-(2-hydroxyethyl)piperidin-1-yl]pentan-1-one hydrochloride). RXN SMILES: C([NH:4][C:5]1[C:10]([Cl:11])=[CH:9][C:8]([C:12](=[O:18])[CH2:13][CH2:14][CH2:15][CH2:16]Cl)=[C:7]([O:19][CH2:20][C:21]2[CH:26]=[C:25]([O:27][CH3:28])[CH:24]=[C:23]([O:29][CH3:30])[CH:22]=2)[CH:6]=1)(=O)C.N1CCCCC1.[OH:37][CH2:38][CH2:39][CH:40]1[CH2:45][CH2:44][NH:43][CH2:42][CH2:41]1>>[ClH:11].[NH2:4][C:5]1[C:10]([Cl:11])=[CH:9][C:8]([C:12](=[O:18])[CH2:13][CH2:14][CH2:15][CH2:16][N:43]2[CH2:44][CH2:45][CH:40]([CH2:39][CH2:38][OH:37])[CH2:41][CH2:42]2)=[C:7]([O:19][CH2:20][C:21]2[CH:22]=[C:23]([O:29][CH3:30])[CH:24]=[C:25]([O:27][CH3:28])[CH:26]=2)[CH:6]=1 |f:3.4|. Reported procedure: Proceeding as in Example 4, Step (c), but replacing 1-(4-acetylamino-5-chloro-2-methoxyphenyl)-5-chloropentan-1-one with 1-[4-acetylamino-5-chloro-2-(3,5-dimethoxybenzyloxy)phenyl]-5-chloropentan-1-one and piperidine with 4-(2-hydroxyethyl)piperidine, gave 1-[4-amino-5-chloro-2-(3,5-dimethoxy-benzyloxy)phenyl]-5-[4-(2-hydroxyethyl)piperidin-1-yl]pentan-1-one hydrochloride, m.p. 180-183° C. Reactants: BrC=1C=C(C(N(C1)C)=O)NC1=CC=C(C=N1)N1C(CN(CC1)C)=O (1-(6-(5-Bromo-1-methyl-2-oxo-1,2-dihydropyridin-3-ylamino)pyridin-3-yl)-4-methylpiperazin-2-one), C(C)(=O)OCC1=C(C=C(C=C1N1C(C=2N(C=3CCCCC3C2)CC1)=O)F)B1OC(C(O1)(C)C)(C)C (2-(4,4,5,5-Tetramethyl-[1,3,2]dioxaborolan-2-yl)-4-fluoro-6-(1-oxo-3,4,6,7,8,9-hexahydropyrazino[1,2-a]indol-2(1H)-yl)benzyl Acetate), [O-]P(=O)([O-])[O-].[K+].[K+].[K+] (K3PO4), CC(=O)[O-].[Na+] (NaOAc). Reagents/catalysts: C1=CC=C(C=C1)P([C-]2C=CC=C2)C3=CC=CC=C3.C1=CC=C(C=C1)P([C-]2C=CC=C2)C3=CC=CC=C3.Cl[Pd]Cl.[Fe+2] (PdCl2(dppf)). Solvent: CC#N (MeCN), O (water). Conditions: temperature 110 celsius. Product: C(C)(=O)OCC1=C(C=C(C=C1N1C(C=2N(C=3CCCCC3C2)CC1)=O)F)C1=CN(C(C(=C1)NC1=NC=C(C=C1)N1C(CN(CC1)C)=O)=O)C (4-Fluoro-2-(1-methyl-5-(5-(4-methyl-2-oxopiperazin-1-yl)pyridin-2-ylamino)-6-oxo-1,6-dihydropyridin-3-yl)-6-(1-oxo-3,4,6,7,8,9-hexahydropyrazino[1,2-a]indol-2(1H)-yl)benzyl acetate). Isolated yield 78.8%. Reaction SMILES: Br[C:2]1[CH:3]=[C:4]([NH:10][C:11]2[N:16]=[CH:15][C:14]([N:17]3[CH2:22][CH2:21][N:20]([CH3:23])[CH2:19][C:18]3=[O:24])=[CH:13][CH:12]=2)[C:5](=[O:9])[N:6]([CH3:8])[CH:7]=1.[C:25]([O:28][CH2:29][C:30]1[C:35]([N:36]2[CH2:48][CH2:47][N:39]3[C:40]4[CH2:41][CH2:42][CH2:43][CH2:44][C:45]=4[CH:46]=[C:38]3[C:37]2=[O:49])=[CH:34][C:33]([F:50])=[CH:32][C:31]=1B1OC(C)(C)C(C)(C)O1)(=[O:27])[CH3:26].[O-]P([O-])([O-])=O.[K+].[K+].[K+].CC([O-])=O.[Na+]>CC#N.O.C1C=CC(P(C2C=CC=CC=2)[C-]2C=CC=C2)=CC=1.C1C=CC(P(C2C=CC=CC=2)[C-]2C=CC=C2)=CC=1.Cl[Pd]Cl.[Fe+2]>[C:25]([O:28][CH2:29][C:30]1[C:35]([N:36]2[CH2:48][CH2:47][N:39]3[C:40]4[CH2:41][CH2:42][CH2:43][CH2:44][C:45]=4[CH:46]=[C:38]3[C:37]2=[O:49])=[CH:34][C:33]([F:50])=[CH:32][C:31]=1[C:2]1[CH:3]=[C:4]([NH:10][C:11]2[CH:12]=[CH:13][C:14]([N:17]3[CH2:22][CH2:21][N:20]([CH3:23])[CH2:19][C:18]3=[O:24])=[CH:15][N:16]=2)[C:5](=[O:9])[N:6]([CH3:8])[CH:7]=1)(=[O:27])[CH3:26] |f:2.3.4.5,6.7,10.11.12.13|. Reported procedure: A reaction vessel was charged with the mixture of 1-(6-(5-bromo-1-methyl-2-oxo-1,2-dihydropyridin-3-ylamino)pyridin-3-yl)-4-methylpiperazin-2-one (332f) (0.3 g, 0.76 mmol),4-fluoro-2-(1-oxo-3,4,6,7,8,9-hexahydropyrazino[1,2-a]indol-2(1H)-yl)-6-(4,4,5,5-tetramethyl-1,3,2-dioxaborolan-2-yl)benzyl acetate 210d (0.37 g, 0.76 mmol), PdCl2(dppf) (65 mg, 0.076 mmol), K3PO4 (325 mg, 1.53 mmol), and NaOAc (125 mg, 1.53 mmol) in MeCN (15 mL) and water (1 mL). It was then bubbled with argon for 15 min and ... Reactants: aniline FNH2, BrCCCCCCO (6-bromo-1-hexanol), O (water), C1CN2CCN1CC2 (DABCO), S(=O)(=O)(C1=CC=C(C)C=C1)Cl (tosyl chloride). Solvent: C1CCOC1 (THF), C1CCOC1 (THF). Reaction conditions: temperature -20 celsius, time 24 hour. The product is BrCCCCCCNC1=CC=CC=C1 (N-(6-bromohexyl)aniline). Yield: 89.8%. As a reaction SMILES: [Br:1][CH2:2][CH2:3][CH2:4][CH2:5][CH2:6][CH2:7]O.C1N2[CH2:15][CH2:16][N:11](CC2)C1.S(Cl)([C:20]1[CH:26]=CC(C)=[CH:22][CH:21]=1)(=O)=O.O>C1COCC1>[Br:1][CH2:2][CH2:3][CH2:4][CH2:5][CH2:6][CH2:7][NH:11][C:16]1[CH:15]=[CH:22][CH:21]=[CH:20][CH:26]=1. Procedure: To 18.11 g (100 mmoles) of 6-bromo-1-hexanol and 11.22 g (100 mmoles) of DABCO in 100 ml of anhydrous THF at −20° C., there is slowly added 19.06 g (100 mmoles) of tosyl chloride. After 24 hours under stirring at −20° C., the reaction mixture was filtered to remove the precipitate of DABCO hydrochloride. After evaporation of the solvent, a quantitative amount of 6-bromo-1-hexanol tosylate CH3FSO2O(CH2)6Br was recovered. This compound was thereafter dissolved in 20 ml of THF with 40 g of aniline ... Reactants: CC(NC(=O)OCc1ccccc1)C(=O)O, CCN=C=NCCCN(C)C, CCN(C(C)C)C(C)C, Cl, CCOC(CCN)OCC, C1CCOC1, Oc1cccc2[nH]nnc12. Product: CCOC(CCNC(=O)C(C)NC(=O)OCc1ccccc1)OCC. Reaction SMILES: [C:1](=[O:2])([O:3][CH2:4][c:5]1[cH:6][cH:7][cH:8][cH:9][cH:10]1)[NH:11][CH:12]([CH3:13])[C:14](=[O:15])[OH:16].[CH3:28][N:29]([CH3:30])[CH2:31][CH2:32][CH2:33][N:34]=[C:35]=[N:36][CH2:37][CH3:38].[CH:49]([N:50]([CH2:51][CH3:52])[CH:53]([CH3:54])[CH3:55])([CH3:56])[CH3:57].[ClH:27].[NH2:39][CH2:40][CH2:41][CH:42]([O:43][CH2:44][CH3:45])[O:46][CH2:47][CH3:48].[O:58]1[CH2:59][CH2:60][CH2:61][CH2:62]1.[OH:17][c:18]1[c:19]2[n:20][n:21][nH:22][c:23]2[cH:24][cH:25][cH:26]1>>[C:1](=[O:2])([O:3][CH2:4][c:5]1[cH:6][cH:7][cH:8][cH:9][cH:10]1)[NH:11][CH:12]([CH3:13])[C:14](=[O:16])[NH:39][CH2:40][CH2:41][CH:42]([O:43][CH2:44][CH3:45])[O:46][CH2:47][CH3:48].